From a dataset of the Open Reaction Database (ORD), a public repository of structured organic reaction records. describe an organic reaction: reactants, conditions, products, and yield The reactants are CCOc1ccc(F)c(OC2=CC(=O)N(C(CC(C)C)C(=O)Nc3ccn(CC4COC(C)(C)O4)n3)C2)c1F, CCOC(C)=O, Cl, C1CCOC1. The product is CCOc1ccc(F)c(OC2=CC(=O)N(C(CC(C)C)C(=O)Nc3ccn(CC(O)CO)n3)C2)c1F. Reaction SMILES: [CH3:1][C:2]1([CH3:39])[O:3][CH2:4][CH:5]([CH2:7][n:8]2[n:9][c:10]([NH:13][C:14]([CH:15]([CH2:16][CH:17]([CH3:18])[CH3:19])[N:20]3[C:21](=[O:37])[CH:22]=[C:23]([O:25][c:26]4[c:27]([F:36])[c:28]([O:33][CH2:34][CH3:35])[cH:29][cH:30][c:31]4[F:32])[CH2:24]3)=[O:38])[cH:11][cH:12]2)[O:6]1.[CH3:46][CH2:47][O:48][C:49](=[O:50])[CH3:51].[ClH:40].[O:41]1[CH2:42][CH2:43][CH2:44][CH2:45]1>>[OH:3][CH2:4][CH:5]([OH:6])[CH2:7][n:8]1[n:9][c:10]([NH:13][C:14]([CH:15]([CH2:16][CH:17]([CH3:18])[CH3:19])[N:20]2[C:21](=[O:37])[CH:22]=[C:23]([O:25][c:26]3[c:27]([F:36])[c:28]([O:33][CH2:34][CH3:35])[cH:29][cH:30][c:31]3[F:32])[CH2:24]2)=[O:38])[cH:11][cH:12]1. Starting materials: IC=1C(=CC(=C(OC=2C(=NC(=NC2)N)N)C1)C(C)C)OC (5-(5-iodo-2-isopropyl-4-methoxy-phenoxy)-pyrimidine-2,4-diamine), ClC(CCC(=O)OC)=O (methyl 4-chloro-4-oxobutyrate). The solvent is N1=CC=CC=C1 (pyridine), ClCCl (dichloromethane). Run at time 60 hour. Product: COC(CCC(=O)NC1=NC=C(C(=N1)N)OC1=C(C=C(C(=C1)I)OC)C(C)C)=O (N-[4-amino-5-(5-iodo-2-isopropyl-4-methoxy-phenoxy)-pyrimidin-2-yl]-succinamic acid methyl ester). As a reaction SMILES: [I:1][C:2]1[C:3]([O:20][CH3:21])=[CH:4][C:5]([CH:17]([CH3:19])[CH3:18])=[C:6]([CH:16]=1)[O:7][C:8]1[C:9]([NH2:15])=[N:10][C:11]([NH2:14])=[N:12][CH:13]=1.Cl[C:23](=[O:30])[CH2:24][CH2:25][C:26]([O:28][CH3:29])=[O:27]>ClCCl.N1C=CC=CC=1>[CH3:29][O:28][C:26](=[O:27])[CH2:25][CH2:24][C:23]([NH:14][C:11]1[N:10]=[C:9]([NH2:15])[C:8]([O:7][C:6]2[CH:16]=[C:2]([I:1])[C:3]([O:20][CH3:21])=[CH:4][C:5]=2[CH:17]([CH3:19])[CH3:18])=[CH:13][N:12]=1)=[O:30]. Reported procedure: To a solution of 5-(5-iodo-2-isopropyl-4-methoxy-phenoxy)-pyrimidine-2,4-diamine (0.56 g, 1.4 mmoles) in dichloromethane (40 ml) and pyridine (4 ml) was slowly added methyl 4-chloro-4-oxobutyrate (1.3 ml, 7.5 mmoles). The mixture was stirred at room temperature for 60 hours, and then solvent was removed under reduced pressure. The residue was washed twice with water, dissolved in a mixture of concentrated aqueous ammonium hydroxide and methanol (10 ml/40 ml), and stirred at room temperature for ...